From a dataset of the Open Reaction Database (ORD), a public repository of structured organic reaction records. describe an organic reaction: reactants, conditions, products, and yield Reactants: COC(CC1=C(C=CC(=C1)OCC1=CC=C(C=C1)F)CN[C@@H](C)C(N)=O)=O ([2-[(1(S)-Carbamoyl-ethylamino)-methyl]-5-(4-fluoro-benzyloxy)-phenyl]-acetic acid methyl ester). Run in C1(=CC=CC=C1)C (toluene). The product is FC1=CC=C(COC=2C=C3CC(N(CC3=CC2)[C@H](C(=O)N)C)=O)C=C1 (2-(S)-[6-(4-Fluoro-benzyloxy)-3-oxo-3,4-dihydro-1H-isoquinolin-2-yl]-propionamide). Reaction SMILES: C[O:2][C:3](=O)[CH2:4][C:5]1[CH:10]=[C:9]([O:11][CH2:12][C:13]2[CH:18]=[CH:17][C:16]([F:19])=[CH:15][CH:14]=2)[CH:8]=[CH:7][C:6]=1[CH2:20][NH:21][C@H:22]([C:24](=[O:26])[NH2:25])[CH3:23]>C1(C)C=CC=CC=1>[F:19][C:16]1[CH:15]=[CH:14][C:13]([CH2:12][O:11][C:9]2[CH:10]=[C:5]3[C:6](=[CH:7][CH:8]=2)[CH2:20][N:21]([C@@H:22]([CH3:23])[C:24]([NH2:25])=[O:26])[C:3](=[O:2])[CH2:4]3)=[CH:18][CH:17]=1. Procedure details: [2-[(1(S)-Carbamoyl-ethylamino)-methyl]-5-(4-fluoro-benzyloxy)-phenyl]-acetic acid methyl ester (0.150 g, 0.401 mmol) is refluxed in toluene at 140° C. with a Deam-Stark trap to remove the methanol formed in the reaction. After 5 h the product is obtained. The toluene is removed by evaporation and the compound is crystallized in ether (0.115 g, 84%). MS: m/e=343.4 (M+H+).